This data is from the Open Reaction Database (ORD), a public repository of structured organic reaction records. The task is: describe an organic reaction: reactants, conditions, products, and yield The reactants are [BH3-]C#N, COc1cccc(Nc2cc(N(C)C)nc(N3CCNCC3)n2)c1, CC(=O)O, CO, O=Cc1ccccc1, [Na+], [Na+], O=C([O-])O. Yields the product COc1cccc(Nc2cc(N(C)C)nc(N3CCN(Cc4ccccc4)CC3)n2)c1. RXN SMILES: [C:33]([BH3-:34])#[N:35].[CH3:1][O:2][c:3]1[cH:4][c:5]([NH:9][c:10]2[n:11][c:12]([N:19]3[CH2:20][CH2:21][NH:22][CH2:23][CH2:24]3)[n:13][c:14]([N:16]([CH3:17])[CH3:18])[cH:15]2)[cH:6][cH:7][cH:8]1.[CH3:42][C:43](=[O:44])[OH:45].[CH3:46][OH:47].[CH:25](=[O:26])[c:27]1[cH:28][cH:29][cH:30][cH:31][cH:32]1.[Na+:36].[Na+:41].[O-:37][C:38]([OH:39])=[O:40]>>[CH3:1][O:2][c:3]1[cH:4][c:5]([NH:9][c:10]2[n:11][c:12]([N:19]3[CH2:20][CH2:21][N:22]([CH2:25][c:27]4[cH:28][cH:29][cH:30][cH:31][cH:32]4)[CH2:23][CH2:24]3)[n:13][c:14]([N:16]([CH3:17])[CH3:18])[cH:15]2)[cH:6][cH:7][cH:8]1. The reactants are OC1=CC=C(C=O)C=C1 (4-hydroxybenzaldehyde), C=CC(CCCCCC)O (1-nonen-3-ol). The product is C(=C)C(CCCCC)OC1=CC=C(C=O)C=C1 (4-((1-ethenylhexyl)oxy)benzaldehyde). RXN SMILES: [OH:1][C:2]1[CH:9]=[CH:8][C:5]([CH:6]=[O:7])=[CH:4][CH:3]=1.[CH2:10]=[CH:11][CH:12](O)[CH2:13][CH2:14][CH2:15][CH2:16][CH2:17]C>>[CH:11]([CH:12]([O:1][C:2]1[CH:9]=[CH:8][C:5]([CH:6]=[O:7])=[CH:4][CH:3]=1)[CH2:13][CH2:14][CH2:15][CH2:16][CH3:17])=[CH2:10]. Procedure details: By the method of example 13, 4-hydroxybenzaldehyde and 1-nonen-3-ol are coupled under Mitsunobu conditions, producing 4-((1-ethenylhexyl)oxy)benzaldehyde. By the methods described in example 1, this benzaldehyde is chain-extended and condensed with glyoxylic acid to provide the title compound as a colorless oil after chromatography, which solidifies on standing giving a colorless solid, mp 46°-50°.